This data is from the Open Reaction Database (ORD), a public repository of structured organic reaction records. The task is: describe an organic reaction: reactants, conditions, products, and yield The reactants are CCOC(C)=O, CCCCCC, CCCC=Cc1c(C(C)C)nc(C(C)C)c(C(=O)OCC)c1-c1cccc(F)c1. Yields the product CCCC=Cc1c(C(C)C)nc(C(C)C)c(CO)c1-c1cccc(F)c1. Reaction SMILES: [C:36]([O:37][CH2:38][CH3:39])(=[O:40])[CH3:41].[CH3:30][CH2:31][CH2:32][CH2:33][CH2:34][CH3:35].[CH:1]([CH3:2])([CH3:3])[c:4]1[n:5][c:6]([CH:27]([CH3:28])[CH3:29])[c:7]([CH:22]=[CH:23][CH2:24][CH2:25][CH3:26])[c:8](-[c:15]2[cH:16][c:17]([F:21])[cH:18][cH:19][cH:20]2)[c:9]1[C:10](=[O:11])[O:12][CH2:13][CH3:14]>>[CH:1]([CH3:2])([CH3:3])[c:4]1[n:5][c:6]([CH:27]([CH3:28])[CH3:29])[c:7]([CH:22]=[CH:23][CH2:24][CH2:25][CH3:26])[c:8](-[c:15]2[cH:16][c:17]([F:21])[cH:18][cH:19][cH:20]2)[c:9]1[CH2:10][OH:11]. The reactants are ClC=1N=CC=C2C1N(C=C2I)C(=O)OC(C)(C)C (tert-butyl 7-chloro-3-iodo-1H-pyrrolo[2,3-c]pyridine-1-carboxylate), C(C)(C)(C)OC(C[Zn]Cl)=O ((2-tert-butoxy-2-oxoethyl)(chloro)zinc). Reagents/catalysts: [Pd].C(C)(C)(C)P.C(C)(C)(C)P (bis-(tert-butyl-phosphine) palladium), C(C)(=O)[O-].[Pd+2].C(C)(=O)[O-] (palladium acetate). The solvent is C1CCOC1 (THF). The product is C(C)(C)(C)OC(CC1=CN(C2=C(N=CC=C21)Cl)C(=O)OC(C)(C)C)=O (tert-butyl 3-(2-tert-butoxy-2-oxoethyl)-7-chloro-1H-pyrrolo[2,3-c]pyridine-1-carboxylate). Yield: 80.1%. Reaction SMILES: [Cl:1][C:2]1[N:3]=[CH:4][CH:5]=[C:6]2[C:10](I)=[CH:9][N:8]([C:12]([O:14][C:15]([CH3:18])([CH3:17])[CH3:16])=[O:13])[C:7]=12.[C:19]([O:23][C:24](=[O:28])[CH2:25][Zn]Cl)([CH3:22])([CH3:21])[CH3:20]>C1COCC1.[Pd].C(P)(C)(C)C.C(P)(C)(C)C.C([O-])(=O)C.[Pd+2].C([O-])(=O)C>[C:19]([O:23][C:24](=[O:28])[CH2:25][C:10]1[C:6]2[C:7](=[C:2]([Cl:1])[N:3]=[CH:4][CH:5]=2)[N:8]([C:12]([O:14][C:15]([CH3:18])([CH3:17])[CH3:16])=[O:13])[CH:9]=1)([CH3:22])([CH3:21])[CH3:20] |f:3.4.5,6.7.8|. Reported procedure: To a solution of tert-butyl 7-chloro-3-iodo-1H-pyrrolo[2,3-c]pyridine-1-carboxylate (500 mg, 1.3 mmol), bis-(tert-butyl-phosphine) palladium (67.5 mg, 0.13 mmol), and palladium acetate (7.4 mg, 0.003 mmol) in THF (10 mL) was added (2-tert-butoxy-2-oxoethyl)(chloro)zinc (6.6 mL, 3.3 mmol, 0.5 M in diethyl ether). The mixture was then heated to 50 C overnight, cooled to r.t. and quenched by addition of MeOH (1 mL). EtOAc was added and the solution was extracted with 5% KHSO4. The organic layer was...